From a dataset of the Open Reaction Database (ORD), a public repository of structured organic reaction records. describe an organic reaction: reactants, conditions, products, and yield Yield: 39.8%. Run at time 3 hour. Reaction SMILES: [F:1][C:2]1[CH:7]=[CH:6][CH:5]=[C:4]([F:8])[C:3]=1[C:9]1[S:10][C:11]([C:18](OCC)=[O:19])=[C:12]([CH2:14][N:15]([CH3:17])[CH3:16])[N:13]=1.[H-].C([Al+]CC(C)C)C(C)C>ClCCl>[F:1][C:2]1[CH:7]=[CH:6][CH:5]=[C:4]([F:8])[C:3]=1[C:9]1[S:10][C:11]([CH:18]=[O:19])=[C:12]([CH2:14][N:15]([CH3:16])[CH3:17])[N:13]=1 |f:1.2|. Product: FC1=C(C(=CC=C1)F)C=1SC(=C(N1)CN(C)C)C=O (2-(2,6-difluorophenyl)-4-((dimethylamino)methyl)thiazole-5-carbaldehyde). Run in ClCCl (dichloromethane), hexanes. Starting materials: FC1=C(C(=CC=C1)F)C=1SC(=C(N1)CN(C)C)C(=O)OCC (ethyl 2-(2,6-difluorophenyl)-4-((dimethylamino)methyl)thiazole-5-carboxylate), solution, [H-].C(C(C)C)[Al+]CC(C)C (diisobutylaluminium hydride). Procedure: To a solution of the compound prepared in Example 439 (12.5 g) in dichloromethane (300 mL) at −95° C. was added a 1 mol/L solution of diisobutylaluminium hydride (48.5 mL) in hexanes dropwise slowly. The mixture was stirred for 3 hours and then quenched with methanol (50 mL). A solution of Rochelle's salt was then added dropwise. The mixture was warmed to room temperature and extracted with ethyl acetate. The combined extracts were washed with water and then concentrated. The residue was purifie... Starting materials: ( d ), C1(=CC=CC=C1)C1=NC=CC2=C(C=CC=C12)CO (1-Phenyl-5-hydroxymethylisoquinoline), CC1=CC=C(C=C1)C1=NC=CC=2C(=CC=CC12)CC#N (1-(4-methylphenyl)isoquinoline-5-acetonitrile). Reaction SMILES: C1(C2C3C(=C(CO)C=CC=3)C=CN=2)C=CC=CC=1.C[C:20]1[CH:25]=[CH:24][C:23]([C:26]2[C:35]3[CH:34]=[CH:33][CH:32]=[C:31]([CH2:36][C:37]#[N:38])[C:30]=3[CH:29]=[CH:28][N:27]=2)=[CH:22][CH:21]=1>>[CH2:23]([C:26]1[C:35]2[CH:34]=[CH:33][CH:32]=[C:31]([CH2:36][C:37]#[N:38])[C:30]=2[CH:29]=[CH:28][N:27]=1)[CH2:22][CH2:21][CH2:20][CH2:25][CH3:24]. Yields the product C(CCCCC)C1=NC=CC=2C(=CC=CC12)CC#N (1-n-hexylisoquinoline-5-acetonitrile). Procedure details: 1-Amino-2-(2-chlorophenyl)ethane and n-heptanoyl chloride were reacted in the same way as in step (a) of Example 13 to afford 1-n-heptanoylamino-2-(2-chlorophenyl)ethane as an oil. The product was successively reacted in the same way as in steps (b), (c), (d), (e), (f), (g) and (h) of Example 13 to afford 1-n-hexylisoquinoline-5-acetonitrile. The reactants are C12(CC3CC(CC(C1)C3)C2)CC(=O)Cl (1-Adamantaneacetyl chloride), NN1C(=NC=2SC3=C(C2C1=O)CCC3)C (5-amino-6-methyl-1,2,3,5-tetrahydro-8-thia-5,7-diaza-cyclopenta[a]inden-4-one). The product is C12(CC3CC(CC(C1)C3)C2)CC(=O)NN2C(=NC3=C(C2=O)C2=C(S3)CCC2)C (2-(1-adamantyl)-N-(2-methyl-4-oxo-6,7-dihydro-4H-cyclopenta[4,5]thieno[2,3-d]pyrimidin-3(5H)-yl)acetamide). Reaction SMILES: [C:1]12([CH2:11][C:12](Cl)=[O:13])[CH2:10][CH:5]3[CH2:6][CH:7]([CH2:9][CH:3]([CH2:4]3)[CH2:2]1)[CH2:8]2.[NH2:15][N:16]1[C:24](=[O:25])[C:23]2[C:22]3[CH2:26][CH2:27][CH2:28][C:21]=3[S:20][C:19]=2[N:18]=[C:17]1[CH3:29]>>[C:1]12([CH2:11][C:12]([NH:15][N:16]3[C:24](=[O:25])[C:23]4[C:22]5[CH2:26][CH2:27][CH2:28][C:21]=5[S:20][C:19]=4[N:18]=[C:17]3[CH3:29])=[O:13])[CH2:10][CH:5]3[CH2:6][CH:7]([CH2:9][CH:3]([CH2:4]3)[CH2:2]1)[CH2:8]2. Procedure details: 1-Adamantaneacetyl chloride (BBB-SCI) and 5-amino-6-methyl-1,2,3,5-tetrahydro-8-thia-5,7-diaza-cyclopenta[a]inden-4-one (Matrix) were processed using the method described in Example 42C to afford the title compound. 1H NMR (300 MHz, DMSO-d6) δ ppm 1.57-1.77 (m, 14 H) 1.88-2.01 (m, 3 H) 2.03-2.19 (m, 2 H) 2.36 (s, 3 H) 2.38-2.44 (m, 2 H) 2.82-3.00 (m, 4 H) 10.82 (s, 1 H); MS (ESI+) m/z 398 (M+H)+.